Dataset: the Open Reaction Database (ORD), a public repository of structured organic reaction records. Task: describe an organic reaction: reactants, conditions, products, and yield Reactants: N1C(CCC1)=O (2-pyrrolidinone), [H-].[Na+] (sodium hydride), ClC1=CC=C(C=C1)N(C(=O)Cl)CC#N (N-(4-chlorophenyl)-N-cyanomethylcarbamoyl chloride). The solvent is CN(C)C=O (DMF), CN(C=O)C (dimethylformamide). The product is ClC1=CC=C(C=C1)N1C(N2C(=C1C#N)CCC2)=O (2-(4-chlorophenyl)-2,3,6,7-tetrahydro-3-oxo-5H-pyrrolo-[l,2-c]imidazol-1-carbonitrile). RXN SMILES: [Cl:1][C:2]1[CH:7]=[CH:6][C:5]([N:8]([CH2:12][C:13]#[N:14])[C:9](Cl)=[O:10])=[CH:4][CH:3]=1.[NH:15]1[CH2:19][CH2:18][CH2:17][C:16]1=O.[H-].[Na+]>CN(C)C=O>[Cl:1][C:2]1[CH:3]=[CH:4][C:5]([N:8]2[C:12]([C:13]#[N:14])=[C:16]3[CH2:17][CH2:18][CH2:19][N:15]3[C:9]2=[O:10])=[CH:6][CH:7]=1 |f:2.3|. Procedure details: N-(4-chlorophenyl)-N-cyanomethylcarbamoyl chloride, prepared as described in Example 53, (2.7 g, 0.012 mol) was dissolved in 10 mL of dimethylformamide and added dropwise to a cold solution (0° C.) of 2-pyrrolidinone (1.0 g, 0.012 mol) and sodium hydride (0.96 g, 0.024 mol) in 20 mL of DMF. The solution was allowed to warm to ambient temperature over two hours, then it was poured onto ice water and extracted with ethyl acetate. The organic layer was washed with saturated brine solution, dried ov... Reactants: COC(=O)C1CCN(CC(=O)N2CCN(c3ccc(-c4ncccn4)cc3)CC2)C1, CO, Cl, [Li+], [OH-]. Yields the product O=C(O)C1CCN(CC(=O)N2CCN(c3ccc(-c4ncccn4)cc3)CC2)C1. As a reaction SMILES: [CH3:1][O:2][C:3](=[O:4])[CH:5]1[CH2:6][N:7]([CH2:10][C:11]([N:12]2[CH2:13][CH2:14][N:15]([c:18]3[cH:19][cH:20][c:21](-[c:24]4[n:25][cH:26][cH:27][cH:28][n:29]4)[cH:22][cH:23]3)[CH2:16][CH2:17]2)=[O:30])[CH2:8][CH2:9]1.[CH3:34][OH:35].[ClH:33].[Li+:31].[OH-:32]>>[O:2]=[C:3]([OH:4])[CH:5]1[CH2:6][N:7]([CH2:10][C:11]([N:12]2[CH2:13][CH2:14][N:15]([c:18]3[cH:19][cH:20][c:21](-[c:24]4[n:25][cH:26][cH:27][cH:28][n:29]4)[cH:22][cH:23]3)[CH2:16][CH2:17]2)=[O:30])[CH2:8][CH2:9]1. Reactants: C1=CN(C=N1)C(=O)N2C=CN=C2 (CDI), N([C@@H](CC1=CC=CN=C1)C(=O)O)C(=O)OCC1=CC=CC=C1 (Z-Pal-OH), CNCC1=CC=CC=C1 (N-methyl -benzylamine). The solvent is C1CCOC1 (THF). Conditions: time 45 minute. Yields the product N([C@@H](CC1=CC=CN=C1)C(=O)N(C)CC1=CC=CC=C1)C(=O)OCC1=CC=CC=C1 (Z-Pal-N(Me)Bzl). RXN SMILES: [NH:1]([C:13]([O:15][CH2:16][C:17]1[CH:22]=[CH:21][CH:20]=[CH:19][CH:18]=1)=[O:14])[C@H:2]([C:10]([OH:12])=O)[CH2:3][C:4]1[CH:9]=[N:8][CH:7]=[CH:6][CH:5]=1.C1N=CN(C(N2C=NC=C2)=O)C=1.[CH3:35][NH:36][CH2:37][C:38]1[CH:43]=[CH:42][CH:41]=[CH:40][CH:39]=1>C1COCC1>[NH:1]([C:13]([O:15][CH2:16][C:17]1[CH:22]=[CH:21][CH:20]=[CH:19][CH:18]=1)=[O:14])[C@H:2]([C:10]([N:36]([CH2:37][C:38]1[CH:43]=[CH:42][CH:41]=[CH:40][CH:39]=1)[CH3:35])=[O:12])[CH2:3][C:4]1[CH:9]=[N:8][CH:7]=[CH:6][CH:5]=1. Procedure: 2.5 g of Z-Pal-OH (8.7 mMol) are dissolved in 50 ml of THF, mixed with 1.55 g CDI (9.5 mMol), stirred for 45 minutes at ambient temperature, then mixed with 1.12 ml of N-methyl -benzylamine (8.7 mMol ) and stirred for a further 64 hours at ambient temperature. The reaction mixture is concentrated on the rotary evaporator, the residue is taken up in ethyl acetate, extracted once with cold water and once with 10% NaCl solution. The organic phase is filtered, concentrated and chromatographed over a... Starting materials: COCC1=C(C=CC(=C1)C(=O)O)C1=C(C=CC=C1)C (2-(methoxymethyl)-2′-methyl biphenyl-4-carboxylic acid), OC(CNC=1C=C(C=CC1)C(N)=NO)CO (3-[(2,3-dihydroxypropyl)amino]-N′-hydroxybenzenecarboximidamide). Product: COCC1=C(C=CC(=C1)C1=NC(=NO1)C=1C=C(C=CC1)NCC(CO)O)C1=C(C=CC=C1)C (3-[(3-{5-[2-(methoxymethyl)-2′-methylbiphenyl-4-yl]-1,2,4-oxadiazol-3-yl}phenyl)amino]propane-1,2-diol), product. Reaction SMILES: [CH3:1][O:2][CH2:3][C:4]1[CH:9]=[C:8]([C:10]([OH:12])=O)[CH:7]=[CH:6][C:5]=1[C:13]1[CH:18]=[CH:17][CH:16]=[CH:15][C:14]=1[CH3:19].[OH:20][CH:21]([CH2:34][OH:35])[CH2:22][NH:23][C:24]1[CH:25]=[C:26]([C:30](=[N:32]O)[NH2:31])[CH:27]=[CH:28][CH:29]=1>>[CH3:1][O:2][CH2:3][C:4]1[CH:9]=[C:8]([C:10]2[O:12][N:32]=[C:30]([C:26]3[CH:25]=[C:24]([NH:23][CH2:22][CH:21]([OH:20])[CH2:34][OH:35])[CH:29]=[CH:28][CH:27]=3)[N:31]=2)[CH:7]=[CH:6][C:5]=1[C:13]1[CH:18]=[CH:17][CH:16]=[CH:15][C:14]=1[CH3:19]. Reported procedure: The title compound was prepared following the general procedure 4 starting from Intermediate 3 and Intermediate 26. It was purified by preparative HPLC affording the product as a brown powder. LC/MS (Method B): 444.4 (M−H)−, 446.3 (M+H)+. HPLC (Method A) Rt 4.71 min (Purity: 99.4%).